Dataset: the Open Reaction Database (ORD), a public repository of structured organic reaction records. Task: describe an organic reaction: reactants, conditions, products, and yield Reactants: [Al+3], COCCOC, CC(C)[O-], CC(C)[O-], Cc1ncsc1C=O, CC(C)O, CC(C)[O-], [H-], CI, [Na+]. The product is COCc1scnc1C. RXN SMILES: [Al+3:13].[CH2:28]([CH2:29][O:30][CH3:31])[O:32][CH3:33].[CH3:14][CH:15]([CH3:16])[O-:17].[CH3:18][CH:19]([CH3:20])[O-:21].[CH3:1][c:2]1[n:3][cH:4][s:5][c:6]1[CH:7]=[O:8].[CH3:24][CH:25]([OH:26])[CH3:27].[CH3:9][CH:10]([CH3:11])[O-:12].[H-:22].[I:34][CH3:35].[Na+:23]>>[CH3:1][c:2]1[n:3][cH:4][s:5][c:6]1[CH2:7][O:8][CH3:9]. The reactants are resultant mixture, O1CC1COCCCCCCCCCCCCCCCCCC (1,2-Epoxy-3-octadecyloxypropane), N1CCNCC1 (piperazine), C([O-])([O-])=O.[K+].[K+] (potassium carbonate), C(Cl)(Cl)Cl (chloroform). Solvent: CN(C=O)C (dimethyl formamide). The product is OC(CN1CCNCC1)COCCCCCCCCCCCCCCCCCC (1-[2'-hydroxy-3'-octadecyloxypropyl]-piperazine). RXN SMILES: [O:1]1[CH:3]([CH2:4][O:5][CH2:6][CH2:7][CH2:8][CH2:9][CH2:10][CH2:11][CH2:12][CH2:13][CH2:14][CH2:15][CH2:16][CH2:17][CH2:18][CH2:19][CH2:20][CH2:21][CH2:22][CH3:23])[CH2:2]1.[NH:24]1[CH2:29][CH2:28][NH:27][CH2:26][CH2:25]1.C(=O)([O-])[O-].[K+].[K+].C(Cl)(Cl)Cl>CN(C)C=O>[OH:1][CH:3]([CH2:4][O:5][CH2:6][CH2:7][CH2:8][CH2:9][CH2:10][CH2:11][CH2:12][CH2:13][CH2:14][CH2:15][CH2:16][CH2:17][CH2:18][CH2:19][CH2:20][CH2:21][CH2:22][CH3:23])[CH2:2][N:24]1[CH2:29][CH2:28][NH:27][CH2:26][CH2:25]1 |f:2.3.4|. Reported procedure: 1,2-Epoxy-3-octadecyloxypropane (5.0 g, 15.3 mmol) is added to a mixture of piperazine (1.94 g, 22.5 mmol) and anhydrous potassium carbonate (100 mg) in dimethyl formamide (60 mL) over a 30 minute period under a nitrogen atmosphere. The resultant mixture is stirred at 80°-90° C. (oil bath temperature) for 48 hours. The reaction mixture is cooled to room temperature and concentrated in vacuo to leave a residue. The residue is stirred with chloroform (125 mL). The undissolved material is filtered ...